Dataset: the Open Reaction Database (ORD), a public repository of structured organic reaction records. Task: describe an organic reaction: reactants, conditions, products, and yield Conditions: time 3 hour. The reactants are C1(CC1)N(C(=O)[C@@H]1CN(CC[C@H]1C1=CC(N(C=C1)C)=O)C(=O)OC(C)(C)C)CC1=C(C(=CC(=C1)CCCC(=O)OC)Cl)Cl (trans-1,1-dimethylethyl 3-{[cyclopropyl({2,3-dichloro-5-[4-(methyloxy)-4-oxobutyl]phenyl}methyl)amino]carbonyl}-4-(1-methyl-2-oxo-1,2-dihydro-4-pyridinyl)-1-piperidinecarboxylate), [BH4-].[Li+] (lithium borohydride). Product: C1(CC1)N(C(=O)[C@@H]1CN(CC[C@H]1C1=CC(N(C=C1)C)=O)C(=O)OC(C)(C)C)CC1=C(C(=CC(=C1)CCCCO)Cl)Cl (trans-1,1-Dimethylethyl 3-[(cyclopropyl{[2,3-dichloro-5-(4-hydroxybutyl)phenyl]methyl}amino]carbonyl}-4-(1-methyl-2-oxo-1,2-dihydro-4-pyridinyl)-1-piperidinecarboxylate). As a reaction SMILES: [CH:1]1([N:4]([CH2:28][C:29]2[CH:34]=[C:33]([CH2:35][CH2:36][CH2:37][C:38](OC)=[O:39])[CH:32]=[C:31]([Cl:42])[C:30]=2[Cl:43])[C:5]([C@H:7]2[C@H:12]([C:13]3[CH:18]=[CH:17][N:16]([CH3:19])[C:15](=[O:20])[CH:14]=3)[CH2:11][CH2:10][N:9]([C:21]([O:23][C:24]([CH3:27])([CH3:26])[CH3:25])=[O:22])[CH2:8]2)=[O:6])[CH2:3][CH2:2]1.[BH4-].[Li+]>C1COCC1>[CH:1]1([N:4]([CH2:28][C:29]2[CH:34]=[C:33]([CH2:35][CH2:36][CH2:37][CH2:38][OH:39])[CH:32]=[C:31]([Cl:42])[C:30]=2[Cl:43])[C:5]([C@H:7]2[C@H:12]([C:13]3[CH:18]=[CH:17][N:16]([CH3:19])[C:15](=[O:20])[CH:14]=3)[CH2:11][CH2:10][N:9]([C:21]([O:23][C:24]([CH3:25])([CH3:26])[CH3:27])=[O:22])[CH2:8]2)=[O:6])[CH2:2][CH2:3]1 |f:1.2|. Solvent: C1CCOC1 (THF). Reported procedure: To a THF solution (0.08 M) of trans-1,1-dimethylethyl 3-{[cyclopropyl({2,3-dichloro-5-[4-(methyloxy)-4-oxobutyl]phenyl}methyl)amino]carbonyl}-4-(1-methyl-2-oxo-1,2-dihydro-4-pyridinyl)-1-piperidinecarboxylate (1 eq.) from the previous step was added lithium borohydride (6 eq.) in one rapid portion. After 3 h, the reaction was quenched with the careful addition of 10% aq. HCl. The aqueous layer was separated and back-extracted with EtOAc. The combined organic extract were washed further with 1 N ... The reactants are [Ag+], O=Cc1ccc(-c2ncnc3ccc(Br)cc23)s1, CS(C)=O, O=[N+]([O-])[O-], [Na+], [OH-], O. The product is O=C(O)c1ccc(-c2ncnc3ccc(Br)cc23)s1. As a reaction SMILES: [Ag+:30].[Br:1][c:2]1[cH:3][c:4]2[c:5](-[c:12]3[cH:13][cH:14][c:15]([CH:17]=[O:18])[s:16]3)[n:6][cH:7][n:8][c:9]2[cH:10][cH:11]1.[CH3:22][S:23](=[O:24])[CH3:25].[N+:26]([O-:27])([O-:28])=[O:29].[Na+:20].[OH-:19].[OH2:21]>>[Br:1][c:2]1[cH:3][c:4]2[c:5](-[c:12]3[cH:13][cH:14][c:15]([C:17](=[O:18])[OH:19])[s:16]3)[n:6][cH:7][n:8][c:9]2[cH:10][cH:11]1.